From a dataset of the Open Reaction Database (ORD), a public repository of structured organic reaction records. describe an organic reaction: reactants, conditions, products, and yield Reactants: CC(=O)C.OS(=O)(=O)O.O=[Cr](=O)=O (Jones reagent), ClC1=C(C=C(C=C1)C1=CC=NC=C1)C(O)C=1C=NC(=CC1)NC1=C(C=C(C=C1)F)F ((2-Chloro-5-pyridin-4-yl-phenyl)-[6-(2,4-difluoro-phenylamino)-pyridin-3-yl]-methanol), C(=O)([O-])[O-].[Na+].[Na+] (Na2CO3). The solvent is CC(=O)C (acetone). Product: ClC1=C(C=O)C=C(C=C1)C1=CC=NC=C1 (2-Chloro-5-pyridin-4-yl-benzaldehyde). Reaction SMILES: [Cl:1][C:2]1[CH:7]=[CH:6][C:5]([C:8]2[CH:13]=[CH:12][N:11]=[CH:10][CH:9]=2)=[CH:4][C:3]=1[CH:14](C1C=NC(NC2C=CC(F)=CC=2F)=CC=1)[OH:15].CC(C)=O.OS(O)(=O)=O.O=[Cr](=O)=O.C([O-])([O-])=O.[Na+].[Na+]>CC(C)=O>[Cl:1][C:2]1[CH:7]=[CH:6][C:5]([C:8]2[CH:9]=[CH:10][N:11]=[CH:12][CH:13]=2)=[CH:4][C:3]=1[CH:14]=[O:15] |f:1.2.3,4.5.6|. Procedure details: (2-Chloro-5-pyridin-4-yl-phenyl)-[6-(2,4-difluoro-phenylamino)-pyridin-3-yl]-methanol (111 mg; 0.26 mmol) is dissolved in acetone (20 ml) and treated with Jones reagent (0.45 ml; 1 mmol) for 20 min at room temperature. 2N Na2CO3 is added to the reaction mixture and extracted with ethyl acetate three times. The combined organic phases are dried over Na2SO4 and evaporated to dryness. Purification via chromatography (SiO2; CH2Cl2/MeOH 98/2) provides the title compound as a slightly colored foam (30... Reactants: CO, [Cl-], CCOC(=O)c1ccc(Nc2ccccc2[N+](=O)[O-])cc1F, [Fe], [NH4+], O. Product: CCOC(=O)c1ccc(Nc2ccccc2N)cc1F. RXN SMILES: [CH3:25][OH:26].[Cl-:23].[F:1][c:2]1[c:3]([C:4](=[O:5])[O:6][CH2:7][CH3:8])[cH:9][cH:10][c:11]([NH:13][c:14]2[c:15]([N+:20]([O-:21])=[O:22])[cH:16][cH:17][cH:18][cH:19]2)[cH:12]1.[Fe:27].[NH4+:24].[OH2:28]>>[F:1][c:2]1[c:3]([C:4](=[O:5])[O:6][CH2:7][CH3:8])[cH:9][cH:10][c:11]([NH:13][c:14]2[c:15]([NH2:20])[cH:16][cH:17][cH:18][cH:19]2)[cH:12]1. Reactants: CC(=O)OC(C)(C)C, CC(=O)[O-], CCOC(C)=O, CO, O=[N+]([O-])c1c[nH]c(Cl)n1, [Na+], [Na+], CC1(COc2ccc(N3CCC(Oc4ccc(OC(F)(F)F)cc4)CC3)cc2)CO1, [OH-], O. Yields the product CC1(COc2ccc(N3CCC(Oc4ccc(OC(F)(F)F)cc4)CC3)cc2)Cn2cc([N+](=O)[O-])nc2O1. Reaction SMILES: [C:45]([O:46][C:47]([CH3:48])([CH3:49])[CH3:50])(=[O:51])[CH3:52].[CH3:41][C:42](=[O:43])[O-:44].[CH3:55][CH2:56][O:57][C:58](=[O:59])[CH3:60].[CH3:62][OH:63].[Cl:31][c:32]1[nH:33][cH:34][c:35]([N+:37](=[O:38])[O-:39])[n:36]1.[Na+:40].[Na+:54].[O:1]1[C:2]([CH2:3][O:4][c:5]2[cH:6][cH:7][c:8]([N:11]3[CH2:12][CH2:13][CH:14]([O:17][c:18]4[cH:19][cH:20][c:21]([O:24][C:25]([F:26])([F:27])[F:28])[cH:22][cH:23]4)[CH2:15][CH2:16]3)[cH:9][cH:10]2)([CH3:30])[CH2:29]1.[OH-:53].[OH2:61]>>[O:1]1[C:2]([CH2:3][O:4][c:5]2[cH:6][cH:7][c:8]([N:11]3[CH2:12][CH2:13][CH:14]([O:17][c:18]4[cH:19][cH:20][c:21]([O:24][C:25]([F:26])([F:27])[F:28])[cH:22][cH:23]4)[CH2:15][CH2:16]3)[cH:9][cH:10]2)([CH3:30])[CH2:29][n:33]2[c:32]1[n:36][c:35]([N+:37](=[O:38])[O-:39])[cH:34]2. Reactants: BrC=1C=C(C=NC1OC1=CC(=CC=C1)C(F)(F)F)CO ((5-bromo-6-(3-(trifluoromethyl)phenoxy)pyridin-3-yl)methanol), [Cu]C#N (copper(I) cyanide), N (NH3). Run in CN1C(CCC1)=O (N-methyl-2-pyrrolidone). Run at temperature 150 celsius, time 24 hour. Product: OCC=1C=NC(=C(C#N)C1)OC1=CC(=CC=C1)C(F)(F)F (5-(hydroxymethyl)-2-(3-(trifluoromethyl)phenoxy)nicotinonitrile). Isolated yield 107.2%. RXN SMILES: Br[C:2]1[CH:3]=[C:4]([CH2:19][OH:20])[CH:5]=[N:6][C:7]=1[O:8][C:9]1[CH:14]=[CH:13][CH:12]=[C:11]([C:15]([F:18])([F:17])[F:16])[CH:10]=1.[Cu][C:22]#[N:23].N>CN1CCCC1=O>[OH:20][CH2:19][C:4]1[CH:5]=[N:6][C:7]([O:8][C:9]2[CH:14]=[CH:13][CH:12]=[C:11]([C:15]([F:18])([F:17])[F:16])[CH:10]=2)=[C:2]([CH:3]=1)[C:22]#[N:23]. Procedure details: To a solution of (5-bromo-6-(3-(trifluoromethyl)phenoxy)pyridin-3-yl)methanol (530 mg, 1.522 mmol) in N-methyl-2-pyrrolidone (NMP) (5 mL) was added copper(I) cyanide (545 mg, 6.09 mmol). The reaction mixture was stirred at 150° C. for 24 h, then poured into aq. NH3 (100 mL) and extracted with ethyl acetate (100 mL). Separated organic part was washed with brine (100 mL), dried over Na2SO4, filtered and concentrated. Purification via flash chromatography with (EtOAc/hexanes: 5% to 80%) afforded th... Reported procedure: Twenty and one-half grams of quinoline-5,8-quinone were dissolved in 500 ml of absolute ethanol, then 13 g of aniline were added, followed by the addition of 32 g of cerium chloride. This reaction mixture was refluxed overnight. The resulting mixture had a brown-blue color and was stirred and then left to cool to room temperature for about 26 hours. Yields the product N(C1=CC=CC=C1)C=1C(C=2C=CC=NC2C(C1)=O)=O (6-anilinoquinoline-5,8-quinone). Starting materials: NC1=CC=CC=C1 (aniline), N1=CC=CC=2C(C=CC(C12)=O)=O (quinoline-5,8-quinone), [Cl-].[Ce+3].[Cl-].[Cl-] (cerium chloride). RXN SMILES: [N:1]1[C:10]2[C:9](=[O:11])[CH:8]=[CH:7][C:6](=[O:12])[C:5]=2[CH:4]=[CH:3][CH:2]=1.[NH2:13][C:14]1[CH:19]=[CH:18][CH:17]=[CH:16][CH:15]=1.[Cl-].[Ce+3].[Cl-].[Cl-]>C(O)C>[NH:13]([C:7]1[C:6](=[O:12])[C:5]2[CH:4]=[CH:3][CH:2]=[N:1][C:10]=2[C:9](=[O:11])[CH:8]=1)[C:14]1[CH:19]=[CH:18][CH:17]=[CH:16][CH:15]=1 |f:2.3.4.5|. Solvent: C(C)O (ethanol). Reactants: C=O, NC1CCCCC1, c1ccc2[nH]nnc2c1. Product: c1ccc2c(c1)nnn2CNC1CCCCC1. As a reaction SMILES: [CH2:17]=[O:18].[NH2:10][CH:11]1[CH2:12][CH2:13][CH2:14][CH2:15][CH2:16]1.[nH:1]1[n:2][n:3][c:4]2[c:5]1[cH:6][cH:7][cH:8][cH:9]2>>[n:1]1([CH2:17][NH:10][CH:11]2[CH2:12][CH2:13][CH2:14][CH2:15][CH2:16]2)[n:2][n:3][c:4]2[c:5]1[cH:6][cH:7][cH:8][cH:9]2. The reactants are C(C)(C)(C)C=1C=C(C=C2C(NCC2)=O)C=C(C1O)C(C)(C)C (3-(3,5-di-tert-butyl-4-hydroxybenzylidene)pyrrolidin-2-one), CN(C)C=O (DMF), [H-].[Na+] (NaH). Run in C(C)(=O)OCC (ethyl acetate). Conditions: time 30 minute. Product: CN(C)C(=O)OC1=CC=CC=C1 (N,N-Dimethylphenylcarbamate), objective compound. Yield: 51.0%. Reaction SMILES: C([C:5]1[CH:6]=[C:7]([CH:15]=[C:16](C(C)(C)C)[C:17]=1[OH:18])C=C1CCNC1=O)(C)(C)C.[CH3:23][N:24]([CH:26]=[O:27])[CH3:25].[H-].[Na+]>C(OCC)(=O)C>[CH3:23][N:24]([C:26]([O:18][C:17]1[CH:5]=[CH:6][CH:7]=[CH:15][CH:16]=1)=[O:27])[CH3:25] |f:2.3|. Procedure details: To a solution of 301 mg of 3-(3,5-di-tert-butyl-4-hydroxybenzylidene)pyrrolidin-2-one (1.0 mmole) dissolved into 5 ml of DMF, NaH (60% in mineral oil, 85 mg, 2.1 mmole) was added under ice-cooling. The resulting mixture was stirred at room temperature for 30 min, then the solution was cooled again. N,N-Dimethylphenylcarbamate (282 mg, 1.71 mmole) which was prepared according to the method described in J. Org. Chem., p660, 21, 1956, was added thereto, then the resulting solution was stirred at ro...